This data is from the Open Reaction Database (ORD), a public repository of structured organic reaction records. The task is: describe an organic reaction: reactants, conditions, products, and yield Starting materials: COC(C(C1=CC=2CC3=CC(=CC=C3C2C=C1)[N+](=O)[O-])C)=O (7-nitro-α-methylfluorene-2-acetic acid methyl ester), [Cl-].[Ca+2].[Cl-] (calcium chloride), C (charcoal). Reagents/catalysts: [Zn] (zinc). Run in C(C)O (ethanol), O (water). Product: COC(C(C1=CC=2CC3=CC(=CC=C3C2C=C1)N)C)=O (7-amino-α-methylfluorene-2-acetic acid methyl ester). Yield: 85.7%. Reaction SMILES: [CH3:1][O:2][C:3](=[O:22])[CH:4]([CH3:21])[C:5]1[CH:17]=[CH:16][C:15]2[C:14]3[C:9](=[CH:10][C:11]([N+:18]([O-])=O)=[CH:12][CH:13]=3)[CH2:8][C:7]=2[CH:6]=1.[Cl-].[Ca+2].[Cl-].C>C(O)C.O.[Zn]>[CH3:1][O:2][C:3](=[O:22])[CH:4]([CH3:21])[C:5]1[CH:17]=[CH:16][C:15]2[C:14]3[C:9](=[CH:10][C:11]([NH2:18])=[CH:12][CH:13]=3)[CH2:8][C:7]=2[CH:6]=1 |f:1.2.3|. Reported procedure: A slurry of 7-nitro-α-methylfluorene-2-acetic acid methyl ester (13.1 g) in 78% ethanol (400 ml) is treated with a solution of calcium chloride (4.5 g) in water (6.1 ml), zinc dust (127 g) and charcoal (4.6 g) and the mixture refluxed for 2.5 hours. The hot mixture is filtered and the cake washed with hot 78% ethanol. The filtrate is diluted with water (800 ml) and extracted with chloroform. The chloroform extracts are dried (MgSO4) and evaporated to give 10.1 g of 7-amino-α-methylfluorene-2-ace...